Dataset: the Open Reaction Database (ORD), a public repository of structured organic reaction records. Task: describe an organic reaction: reactants, conditions, products, and yield Starting materials: BrCCC=C(F)F (1-bromo4,4-difluorobut-3-ene), [S-][S-].[Na+].[Na+] (sodium disulfide), O.O.O.O.O.O.O.O.O.[S-2].[Na+].[Na+] (sodium sulfide nonahydrate), [S] (sulfur). The solvent is C(C)O (ethanol), C(C)O (ethanol). Product: FC(=CCCSSCCC=C(F)F)F (bis-(4,4-difluorobut-3-enyl)disulfide). Reaction SMILES: [S-:1][S-:2].[Na+].[Na+].O.O.O.O.O.O.O.O.O.[S-2].[Na+].[Na+].[S].Br[CH2:19][CH2:20][CH:21]=[C:22]([F:24])[F:23]>C(O)C>[F:23][C:22]([F:24])=[CH:21][CH2:20][CH2:19][S:1][S:2][CH2:19][CH2:20][CH:21]=[C:22]([F:24])[F:23] |f:0.1.2,3.4.5.6.7.8.9.10.11.12.13.14,^3:16|. Procedure details: A solution of sodium disulfide (previously prepared from sodium sulfide nonahydrate (53 g) and sulfur (7.0 g) in ethanol (250 cm3)) was added to 1-bromo4,4-difluorobut-3-ene (50 g) in ethanol (100 cm3). The mixture was gradually heated and stirred under reflux for 2 hours, then cooled and evaporated under reduced pressure. The residue was extracted with diethyl ether, the organic phase filtered to remove sodium bromide and the ether evaporated under reduced pressure to give a liquid which was di... The reactants are BrC(Br)(Br)Br, COC(=O)CCCCCCCO, ClCCl, c1ccc(P(c2ccccc2)c2ccccc2)cc1. Product: COC(=O)CCCCCCCBr. As a reaction SMILES: [Br:13][C:14]([Br:15])([Br:16])[Br:17].[CH3:1][O:2][C:3]([CH2:4][CH2:5][CH2:6][CH2:7][CH2:8][CH2:9][CH2:10][OH:11])=[O:12].[Cl:37][CH2:38][Cl:39].[c:18]1([P:19]([c:20]2[cH:21][cH:22][cH:23][cH:24][cH:25]2)[c:26]2[cH:27][cH:28][cH:29][cH:30][cH:31]2)[cH:32][cH:33][cH:34][cH:35][cH:36]1>>[CH3:1][O:2][C:3]([CH2:4][CH2:5][CH2:6][CH2:7][CH2:8][CH2:9][CH2:10][Br:13])=[O:12]. RXN SMILES: [CH2:1]([O:4][CH:5]([CH2:9][C:10]1[CH:11]=[C:12]2[C:16](=[CH:17][CH:18]=1)[N:15](COCC[Si](C)(C)C)[CH:14]=[CH:13]2)[C:6]([OH:8])=[O:7])[CH2:2][CH3:3].C(N)CN.[F-].C([N+](CCCC)(CCCC)CCCC)CCC>CN(C)C=O>[NH:15]1[C:16]2[C:12](=[CH:11][C:10]([CH2:9][CH:5]([O:4][CH2:1][CH2:2][CH3:3])[C:6]([OH:8])=[O:7])=[CH:18][CH:17]=2)[CH:13]=[CH:14]1 |f:2.3|. The product is N1C=CC2=CC(=CC=C12)CC(C(=O)O)OCCC (Rac-3-(1H-Indol-5-yl)-2-propoxy-propionic Acid). Reaction conditions: temperature 80 celsius, time 6 hour. Starting materials: C(CN)N (Ethylene diamine), C(CC)OC(C(=O)O)CC=1C=C2C=CN(C2=CC1)COCC[Si](C)(C)C (rac-2-propoxy-3-[1-(2-trimethylsilanyl-ethoxymethyl)-1H-indol-5-yl]-propionic acid), [F-].C(CCC)[N+](CCCC)(CCCC)CCCC (tetra-butylammonium fluoride). The solvent is CN(C=O)C (N,N-dimethylformamide). Reported procedure: 0.96 g rac-2-propoxy-3-[1-(2-trimethylsilanyl-ethoxymethyl)-1H-indol-5-yl]-propionic acid were dissolved in 40 ml N,N-dimethylformamide. 0.94 ml Ethylene diamine were added, followed by 7.63 ml of a tetra-butylammonium fluoride solution (1 molar in tetrahydrofuran); a small amount of molecular sieves was then added to the reaction mixture and it was heated to 80° C. After 6 hours, the mixture was cooled to r.t., filtered and the filtrate was poured into ice water and extracted 3 times with dichl... The reactants are BrC1=C(C=NC=C1)N(C(C1=CC(=CC(=C1)C(F)(F)F)C(F)(F)F)=O)C (N-(4-bromo-pyridin-3-yl)-N-methyl-3,5-bis-trifluoromethyl-benzamide), COC1=CC(=C(C=C1)B(O)O)C (4-methoxy-2-methylphenylboronic acid), yellow sticky solid. Yields the product COC1=CC(=C(C=C1)C1=C(C=NC=C1)N(C(C1=CC(=CC(=C1)C(F)(F)F)C(F)(F)F)=O)C)C (N-[4-(4-Methoxy-2-methyl-phenyl)-pyridin-3-yl]-N-methyl-3,5-bis-trifluoromethyl-benzamide). Reaction SMILES: Br[C:2]1[CH:7]=[CH:6][N:5]=[CH:4][C:3]=1[N:8]([CH3:25])[C:9](=[O:24])[C:10]1[CH:15]=[C:14]([C:16]([F:19])([F:18])[F:17])[CH:13]=[C:12]([C:20]([F:23])([F:22])[F:21])[CH:11]=1.[CH3:26][O:27][C:28]1[CH:33]=[CH:32][C:31](B(O)O)=[C:30]([CH3:37])[CH:29]=1>>[CH3:26][O:27][C:28]1[CH:33]=[CH:32][C:31]([C:2]2[CH:7]=[CH:6][N:5]=[CH:4][C:3]=2[N:8]([CH3:25])[C:9](=[O:24])[C:10]2[CH:15]=[C:14]([C:16]([F:19])([F:18])[F:17])[CH:13]=[C:12]([C:20]([F:23])([F:22])[F:21])[CH:11]=2)=[C:30]([CH3:37])[CH:29]=1. Procedure details: The title compound was prepared in analogy to example 25, from N-(4-bromo-pyridin-3-yl)-N-methyl-3,5-bis-trifluoromethyl-benzamide (example 25, intermediate a) and 4-methoxy-2-methylphenylboronic acid (CAS RN 208399-66-0). Pale yellow sticky solid (67%). MS (ESI): m/z=469.2 [M+H]+. Starting materials: Cl (hydrochloric acid), methylene chloride hexanes, N(=O)OC(C)(C)C (tert-butyl nitrite), NC1=CC2=C(C(=NS2)C)C=C1[N+](=O)[O-] (6-amino-3-methyl-5-nitro-1,2-benzisothiazole). Reagents/catalysts: [Cu](Cl)Cl (copper(II) chloride). Run in C(C)#N (acetonitrile). Reaction conditions: temperature 65 celsius. Product: ClC1=CC2=C(C(=NS2)C)C=C1[N+](=O)[O-] (6-Chloro-3-methyl-5-nitro-1,2-benzisothiazole), solid. Reaction SMILES: N(OC(C)(C)C)=O.N[C:9]1[C:18]([N+:19]([O-:21])=[O:20])=[CH:17][C:12]2[C:13]([CH3:16])=[N:14][S:15][C:11]=2[CH:10]=1.[ClH:22]>C(#N)C.[Cu](Cl)Cl>[Cl:22][C:9]1[C:18]([N+:19]([O-:21])=[O:20])=[CH:17][C:12]2[C:13]([CH3:16])=[N:14][S:15][C:11]=2[CH:10]=1. Procedure details: A mixture of tert-butyl nitrite (3.30 mL, 0.0278 mol) and copper(II) chloride (2.98 g, 0.0222 mol) in acetonitrile is heated to 65° C., treated portionwise with 6-amino-3-methyl-5-nitro-1,2-benzisothiazole (3.88 g, 0.0185 mol), stirred at 65° C., cooled to room temperature, and poured into 20% hydrochloric acid. The resultant aqueous mixture is extracted with ethyl acetate. The organic extracts are combined, washed with 20% hydrochloric acid, dried over anhydrous magnesium sulfate, and concentra... Starting materials: ClC1=C(C=CC(=C1)OC)C(C(C(F)(F)F)(O)C=1C=NN2C1C=CC=C2)C (3-(2-chloro-4-methoxy-phenyl)-1,1,1-trifluoro-2-pyrazolo[1,5-a]pyridin-3-yl-butan-2-ol), Br (HBr). Product: ClC=1C=C(C=CC1C(C(C(F)(F)F)(C=1C=NN2C1C=CC=C2)O)C)O (3-Chloro-4-(3,3,3-trifluoro-2-hydroxy-1-methyl-2-pyrazolo[1,5-a]pyridin-3-yl-propyl)-phenol). Reaction SMILES: [Cl:1][C:2]1[CH:7]=[C:6]([O:8]C)[CH:5]=[CH:4][C:3]=1[CH:10]([CH3:26])[C:11]([C:17]1[CH:18]=[N:19][N:20]2[CH:25]=[CH:24][CH:23]=[CH:22][C:21]=12)([OH:16])[C:12]([F:15])([F:14])[F:13].Br>>[Cl:1][C:2]1[CH:7]=[C:6]([OH:8])[CH:5]=[CH:4][C:3]=1[CH:10]([CH3:26])[C:11]([OH:16])([C:17]1[CH:18]=[N:19][N:20]2[CH:25]=[CH:24][CH:23]=[CH:22][C:21]=12)[C:12]([F:15])([F:13])[F:14]. Procedure details: The title compound was prepared in analogy to Example 72 from 3-(2-chloro-4-methoxy-phenyl)-1,1,1-trifluoro-2-pyrazolo[1,5-a]pyridin-3-yl-butan-2-ol (Example 109) by treatment with aqueous HBr. MS (m/e)=371.1 (MH+). The reactants are CC1=C(N=CN1)CSCCNC1=NC(=CC(=C1C(=O)OCC)C)C (Ethyl 2-[2-(5-methyl-4-imidazolylmethylthio)ethyl]amino-4,6-dimethylpyridine-3-carboxylate). The solvent is Cl (hydrochloric acid). The product is CC1=C(N=CN1)CSCCNC1=NC(=CC(=C1C(=O)O)C)C (2-[2-(5-methyl-4-imidazolylmethylthio)ethyl]amino-4,6-dimethyl pyridine-3-carboxylic acid). Isolated yield 8.9%. RXN SMILES: [CH3:1][C:2]1[NH:6][CH:5]=[N:4][C:3]=1[CH2:7][S:8][CH2:9][CH2:10][NH:11][C:12]1[C:17]([C:18]([O:20]CC)=[O:19])=[C:16]([CH3:23])[CH:15]=[C:14]([CH3:24])[N:13]=1>Cl>[CH3:1][C:2]1[NH:6][CH:5]=[N:4][C:3]=1[CH2:7][S:8][CH2:9][CH2:10][NH:11][C:12]1[C:17]([C:18]([OH:20])=[O:19])=[C:16]([CH3:23])[CH:15]=[C:14]([CH3:24])[N:13]=1. Procedure details: Ethyl 2-[2-(5-methyl-4-imidazolylmethylthio)ethyl]amino-4,6-dimethylpyridine-3-carboxylate (2.45 g, 0.0070 moles) was hydrolysed by refluxing with an excess of conc. hydrochloric acid (20 ml) for 20 hours. The reaction mixture was next evaporated to dryness, dissolved in a little water and basified to ph7.5 using 2N sodium hydroxide solution. After evaporating off water, the residue was dissolved in ethanol and adsorbed onto silica gel, followed by chromatography on silica gel using chloroform/m... The reactants are [Cl-], [Cl-], [Cl-], [Cl-], COc1c(F)cccc1C(C)(C)CC(O)(C=O)C(F)(F)F, Nc1cccc2c(=O)[nH]ncc12, [Ti+4]. Product: COc1c(F)ccc2c1C(C)(C)CC(O)(C(F)(F)F)C2Nc1cccc2c(=O)[nH]ncc12. RXN SMILES: [Cl-:34].[Cl-:35].[Cl-:36].[Cl-:37].[F:1][c:2]1[c:3]([O:20][CH3:21])[c:4]([C:8]([CH2:9][C:10]([CH:11]=[O:12])([C:13]([F:14])([F:15])[F:16])[OH:17])([CH3:18])[CH3:19])[cH:5][cH:6][cH:7]1.[NH2:22][c:23]1[c:24]2[cH:25][n:26][nH:27][c:28](=[O:33])[c:29]2[cH:30][cH:31][cH:32]1.[Ti+4:38]>>[F:1][c:2]1[c:3]([O:20][CH3:21])[c:4]2[c:5]([cH:6][cH:7]1)[CH:11]([NH:22][c:23]1[c:24]3[cH:25][n:26][nH:27][c:28](=[O:33])[c:29]3[cH:30][cH:31][cH:32]1)[C:10]([C:13]([F:14])([F:15])[F:16])([OH:17])[CH2:9][C:8]2([CH3:18])[CH3:19]. The reactants are CC(NC(=O)C1=CC=C(C=C1)C1=CC=C(C=C1)[N+](=O)[O-])(C)C(=O)OC (methyl 2-methyl-N-[(4′-nitrobiphenyl-4-yl)carbonyl]alaninate), [H-].[Na+] (sodium hydride), CN(C=O)C (N,N-dimethylformamide), IC (Iodomethane). Run in O (Water). Conditions: time 2 hour. Yields the product CN(C(C)(C(=O)OC)C)C(=O)C1=CC=C(C=C1)C1=CC=C(C=C1)[N+](=O)[O-] (methyl N,2-dimethyl-N-[(4′-nitrobiphenyl-4-yl)carbonyl]alaninate). Yield: 94.0%. Reaction SMILES: [CH3:1][C:2]([C:22]([O:24][CH3:25])=[O:23])([CH3:21])[NH:3][C:4]([C:6]1[CH:11]=[CH:10][C:9]([C:12]2[CH:17]=[CH:16][C:15]([N+:18]([O-:20])=[O:19])=[CH:14][CH:13]=2)=[CH:8][CH:7]=1)=[O:5].[H-].[Na+].[CH3:28]N(C)C=O.IC>O>[CH3:28][N:3]([C:4]([C:6]1[CH:7]=[CH:8][C:9]([C:12]2[CH:17]=[CH:16][C:15]([N+:18]([O-:20])=[O:19])=[CH:14][CH:13]=2)=[CH:10][CH:11]=1)=[O:5])[C:2]([CH3:1])([C:22]([O:24][CH3:25])=[O:23])[CH3:21] |f:1.2|. Procedure details: As shown in Reaction Scheme 11, a mixture of methyl 2-methyl-N-[(4′-nitrobiphenyl-4-yl)carbonyl]alaninate (1.32 g, 3.9 mmol), sodium hydride (117 mg, 4.6 mmol), and N,N-dimethylformamide (15 mL) was stirred for 2 h at rt. Iodomethane (0.48 mL, 7.7 mmol) was added, and the reaction mixture was stirred overnight at rt. Water (30 mL) was added, and the mixture was extracted with ethyl acetate (2×10 mL). The combined extracts were evaporated to dryness, and crude product was purified by flash chroma... The reactants are C(C)C=1C=CC=C2C=CNC12 (7-ethyl-1H-indole), [Cl-].CC1=C(C=[N+](C)C)C=CC=C1 ((2-methyl-benzylidene)-dimethylammonium chloride), CC1=C(C=O)C=CC=C1 (2-methyl-benzaldehyde), CNC (dimethylamine). The product is C(C)C=1C=CC=C2C(=CNC12)C(C1=C(C=CC=C1)C)N(C)C ([(7-Ethyl-1H-indol-3-yl)-o-tolyl-methyl]-dimethyl-amine). RXN SMILES: [CH2:1]([C:3]1[CH:4]=[CH:5][CH:6]=[C:7]2[C:11]=1[NH:10][CH:9]=[CH:8]2)[CH3:2].[Cl-].[CH3:13][C:14]1[CH:23]=[CH:22][CH:21]=[CH:20][C:15]=1[CH:16]=[N+:17]([CH3:19])[CH3:18].CC1C=CC=CC=1C=O.CNC>>[CH2:1]([C:3]1[CH:4]=[CH:5][CH:6]=[C:7]2[C:11]=1[NH:10][CH:9]=[C:8]2[CH:16]([N:17]([CH3:18])[CH3:19])[C:15]1[CH:20]=[CH:21][CH:22]=[CH:23][C:14]=1[CH3:13])[CH3:2] |f:1.2|. Procedure: The preparation was carried out in accordance with general synthesis instructions 4 from 7-ethyl-1H-indole and (2-methyl-benzylidene)-dimethylammonium chloride, which had been prepared in accordance with example 44 from 2-methyl-benzaldehyde and dimethylamine.